Dataset: the Open Reaction Database (ORD), a public repository of structured organic reaction records. Task: describe an organic reaction: reactants, conditions, products, and yield The reactants are ClCCl, CN=C=O, CCN(C(C)C)C(C)C, O=C(OCc1ccccc1)N1CCN(C2CCNC2)CC1. The product is CNC(=O)N1CCC(N2CCN(C(=O)OCc3ccccc3)CC2)C1. As a reaction SMILES: [CH2:35]([Cl:36])[Cl:37].[CH3:31][N:32]=[C:33]=[O:34].[CH:22]([N:23]([CH2:24][CH3:25])[CH:26]([CH3:27])[CH3:28])([CH3:29])[CH3:30].[NH:1]1[CH2:2][CH:3]([N:6]2[CH2:7][CH2:8][N:9]([C:12](=[O:13])[O:14][CH2:15][c:16]3[cH:17][cH:18][cH:19][cH:20][cH:21]3)[CH2:10][CH2:11]2)[CH2:4][CH2:5]1>>[N:1]1([C:33]([NH:32][CH3:31])=[O:34])[CH2:2][CH:3]([N:6]2[CH2:7][CH2:8][N:9]([C:12](=[O:13])[O:14][CH2:15][c:16]3[cH:17][cH:18][cH:19][cH:20][cH:21]3)[CH2:10][CH2:11]2)[CH2:4][CH2:5]1. Reactants: Cc1ccc(C2CC(=O)c3c(C)ccnc3C2)s1, CCO, Cl, Cl, N=C(N)NN. Product: Cc1ccc(C2CC(=NNC(=N)N)c3c(C)ccnc3C2)s1, Cl. As a reaction SMILES: [CH3:1][c:2]1[cH:3][cH:4][n:5][c:6]2[c:11]1[C:10](=[O:12])[CH2:9][CH:8]([c:13]1[s:14][c:15]([CH3:18])[cH:16][cH:17]1)[CH2:7]2.[CH3:26][CH2:27][OH:28].[ClH:19].[ClH:25].[NH2:20][NH:21][C:22](=[NH:23])[NH2:24]>>[CH3:1][c:2]1[cH:3][cH:4][n:5][c:6]2[c:11]1[C:10](=[N:20][NH:21][C:22](=[NH:23])[NH2:24])[CH2:9][CH:8]([c:13]1[s:14][c:15]([CH3:18])[cH:16][cH:17]1)[CH2:7]2.[ClH:19]. The reactants are COCC1CCC(CC1)C#N (4-(methoxymethyl)cyclohexanecarbonitrile), [H-].[Al+3].[Li+].[H-].[H-].[H-] (lithium aluminum hydride), [OH-].[Na+] (Sodium hydroxide), O (water). Run in O1CCCC1 (tetrahydrofuran), O1CCCC1 (tetrahydrofuran). Run at time 1 hour. Yields the product COCC1CCC(CC1)CN ((4-(methoxymethyl)cyclohexyl)methanamine). Reaction SMILES: [CH3:1][O:2][CH2:3][CH:4]1[CH2:9][CH2:8][CH:7]([C:10]#[N:11])[CH2:6][CH2:5]1.[H-].[Al+3].[Li+].[H-].[H-].[H-].[OH-].[Na+].O>O1CCCC1>[CH3:1][O:2][CH2:3][CH:4]1[CH2:9][CH2:8][CH:7]([CH2:10][NH2:11])[CH2:6][CH2:5]1 |f:1.2.3.4.5.6,7.8|. Reported procedure: To a solution of EXAMPLE 454D (460 mg) in tetrahydrofuran (15 mL) was added 2M lithium aluminum hydride in tetrahydrofuran (2.252 mL) slowly. The reaction mixture was stirred at room temperature for 1 hour, refluxed for 1 hour and cooled. Sodium hydroxide (2 ml of 2M solution) and water (5 mL) was added. The solid was filtered off and washed with ether. The filtrate was concentrated. The residue was mixed with dichloromethane (50 mL) and the resulting mixture was dried over Na2CO3, filtered, and... The reactants are C(C1=CC=CC=C1)C=1OC(=C(C1C(=O)C1=CC(=C(C=C1)OC)C1CCCC1)C)C ((2-benzyl-4,5-dimethyl-furan-3-yl)-(3-cyclopentyl-4-methoxy-phenyl)-methanone). The solvent is C(Cl)Cl (CH2Cl2). The product is CC1=C(C2=C(O1)C=C1C=CC=CC1=C2C2=CC(=C(C=C2)O)C2CCCC2)C (4-(2,3-Dimethyl-naphtho[2,3-b]furan-4-yl)-2-cyclopentyl-phenol). Yield: 9.0%. RXN SMILES: [CH2:1]([C:8]1[O:9][C:10]([CH3:29])=[C:11]([CH3:28])[C:12]=1[C:13]([C:15]1[CH:20]=[CH:19][C:18]([O:21]C)=[C:17]([CH:23]2[CH2:27][CH2:26][CH2:25][CH2:24]2)[CH:16]=1)=O)[C:2]1[CH:7]=[CH:6][CH:5]=[CH:4][CH:3]=1>C(Cl)Cl>[CH3:29][C:10]1[O:9][C:8]2[CH:1]=[C:2]3[C:3](=[C:13]([C:15]4[CH:20]=[CH:19][C:18]([OH:21])=[C:17]([CH:23]5[CH2:27][CH2:26][CH2:25][CH2:24]5)[CH:16]=4)[C:12]=2[C:11]=1[CH3:28])[CH:4]=[CH:5][CH:6]=[CH:7]3. Procedure details: The title compound was prepared according to the procedure in Example 1, step 5 using (2-benzyl-4,5-dimethyl-furan-3-yl)-(3-cyclopentyl-4-methoxy-phenyl)-methanone (18.8 g, 48.4 mmol) boron tribromide (34.8 mL, 0.367 mol) in CH2Cl2. Purification on silica gel eluting with a 2, 5, 10 and 20% EtOAc/hexane step gradient gave 1.55 g (10%) of the title compound. 1H NMR (DMSO-d6)δ 1.56-1.69 (m, 9 H), 1.96-1.97 (m, 5 H), 2.37 (s, 3 H), 3.33 (q, 1 H, masked by H2O), 6.91-7.00 (m, 2 H), 7.06 (d, 1 H), 7.... The reactants are BrCCCC1=CC=CC=C1 (1-Bromo-3-phenylpropane), [H-].[Na+] (sodium hydride), C1(=CC=CC=C1)C(C1=CC=C(C=C1)N1CCC(CC1)N1C(C2=CC=CC=C2C1)=O)OCC1=CC=CC=C1 (2,3-Dihydro-2-[1-[4-[phenyl(phenylmethoxy)methyl]phenyl]-4-piperidinyl]-1H-isoindol-1-one), compound. Solvent: CN(C)C=O (DMF), CN(C)C=O (DMF). Run at temperature 0 celsius, time 30 minute. Yields the product C1(=CC=CC=C1)C(C1=CC=C(C=C1)N1CCC(CC1)N1C(C2=CC=CC=C2C1)=O)OCCCC1=CC=CC=C1 (2,3-Dihydro-2-[1-[4-[phenyl(3-phenylpropoxy)methyl]phenyl]-4-piperidinyl]-1H-isoindol-1-one). The yield is 65.0%. Reaction SMILES: [H-].[Na+].[C:3]1([CH:9]([O:32][CH2:33]C2C=CC=CC=2)[C:10]2[CH:15]=[CH:14][C:13]([N:16]3[CH2:21][CH2:20][CH:19]([N:22]4[CH2:30][C:29]5[C:24](=[CH:25][CH:26]=[CH:27][CH:28]=5)[C:23]4=[O:31])[CH2:18][CH2:17]3)=[CH:12][CH:11]=2)[CH:8]=[CH:7][CH:6]=[CH:5][CH:4]=1.BrC[CH2:42][CH2:43][C:44]1[CH:49]=[CH:48][CH:47]=[CH:46][CH:45]=1>CN(C=O)C>[C:3]1([CH:9]([O:32][CH2:33][CH2:42][CH2:43][C:44]2[CH:49]=[CH:48][CH:47]=[CH:46][CH:45]=2)[C:10]2[CH:15]=[CH:14][C:13]([N:16]3[CH2:21][CH2:20][CH:19]([N:22]4[CH2:30][C:29]5[C:24](=[CH:25][CH:26]=[CH:27][CH:28]=5)[C:23]4=[O:31])[CH2:18][CH2:17]3)=[CH:12][CH:11]=2)[CH:4]=[CH:5][CH:6]=[CH:7][CH:8]=1 |f:0.1|. Reported procedure: To a suspension of sodium hydride (44 mg, 1.1 mmol) in DMF (5 mL) at 0° C. was added dropwise a solution of Example 293 Part A compound (400 mg, 1.0 mmol) in DMF (1 mL). The reaction was stirred at 0° C. for 30 min. 1-Bromo-3-phenylpropane (219 mg, 1.1 mmol) was added dropwise to the reaction at 0° C. The reaction was stirred at 0° C. for 1 h then warmed to RT overnight. The reaction was quenched with saturated ammonium chloride solution (2 mL). Ethyl acetate (100 mL) was added to the reaction, ... Starting materials: C(C(CCC)CCC)(=O)Cl (valproyl chloride), Cl.COC(CN)=O (glycine methyl ester hydrochloride). Yields the product COC(CNC(C(CCC)CCC)=O)=O (N-(2-n-Propylpentanoyl)glycine methyl ester), off-white solid. Yield: 85.7%. RXN SMILES: [C:1](Cl)(=[O:9])[CH:2]([CH2:6][CH2:7][CH3:8])[CH2:3][CH2:4][CH3:5].Cl.[CH3:12][O:13][C:14](=[O:17])[CH2:15][NH2:16]>>[CH3:12][O:13][C:14](=[O:17])[CH2:15][NH:16][C:1](=[O:9])[CH:2]([CH2:6][CH2:7][CH3:8])[CH2:3][CH2:4][CH3:5] |f:1.2|. Procedure: The title compound was prepared from valproyl chloride (19.34 g, 119 mmole) and glycine methyl ester hydrochloride (15.0 g, 119 mmole), according to the procedure described in Ex. 4.22 g (102 mmole, 86%) of an off-white solid, mp 68° C., was thus obtained. Starting materials: FC(C(=O)O)(F)F (trifluoroacetic acid), ClC(=O)OCC1=CC=CC=C1 (Benzyl chloroformate), C(C)(C)OP(=O)(OC(C)C)C(=O)NC[C@@H](CO)NC(C1=CC=CC=C1)(C1=CC=CC=C1)C1=CC=CC=C1 ((S)-3-diisopropylphosphonoformamido-2-(tritylamino)propanol), C(=O)(O)[O-].[Na+] (NaHCO3). Solvent: C(Cl)(Cl)Cl.CO (chloroform methanol), CCOC(=O)C (EtOAc). Run at temperature 0 celsius, time 7 hour. The product is C(C1=CC=CC=C1)OC(=O)N[C@H](CO)CNC(=O)P(=O)(OC(C)C)OC(C)C ((S)-2-benzyloxycarbonylamino 3-(diisopropy-lphosphonoformamido)propanol). RXN SMILES: [CH:1]([O:4][P:5]([C:11]([NH:13][CH2:14][C@H:15]([NH:18]C(C1C=CC=CC=1)(C1C=CC=CC=1)C1C=CC=CC=1)[CH2:16][OH:17])=[O:12])([O:7][CH:8]([CH3:10])[CH3:9])=[O:6])([CH3:3])[CH3:2].FC(F)(F)C(O)=O.C([O-])(O)=O.[Na+].Cl[C:51]([O:53][CH2:54][C:55]1[CH:60]=[CH:59][CH:58]=[CH:57][CH:56]=1)=[O:52]>C(Cl)(Cl)Cl.CO.CCOC(C)=O>[CH2:54]([O:53][C:51]([NH:18][C@@H:15]([CH2:14][NH:13][C:11]([P:5]([O:7][CH:8]([CH3:10])[CH3:9])([O:4][CH:1]([CH3:3])[CH3:2])=[O:6])=[O:12])[CH2:16][OH:17])=[O:52])[C:55]1[CH:60]=[CH:59][CH:58]=[CH:57][CH:56]=1 |f:2.3,5.6|. Reported procedure: (S)-3-diisopropylphosphonoformamido-2-(tritylamino)propanol (10.49 g, 20 mmol) was dissolved in a mixture of chloroform-methanol (1:1, 40 mL) and cooled to 0° C. in an ice bath. The reaction mixture was stirred at RT for 7 h, after dropwise addition of trifluoroacetic acid (20.0 mmol, 1.5 mL) at 0° C. The solvents were removed and the resulting residue was azeotroped 5 times with diethyl ether (5×40 mL) and partitioned between diethyl ether (150 mL) and water (50 mL). The ether layer was washed ...